Dataset: the Open Reaction Database (ORD), a public repository of structured organic reaction records. Task: describe an organic reaction: reactants, conditions, products, and yield The reactants are COC(CC(=O)CCl)=O (4-chloroacetoacetic acid methyl ester), C(CC)=O (propionaldehyde), C(C)(=O)O (acetic acid). The reagents and catalysts are N1CCCCC1 (piperidine). Solvent: ClCCl (dichloromethane), ClCCl (dichloromethane). Run at temperature -27 celsius, time 120 minute. Product: COC(C(C(=O)CCl)=CCC)=O (4-chloro-2-propylideneacetoacetic acid methyl ester). The yield is 92.3%. RXN SMILES: [CH3:1][O:2][C:3](=[O:9])[CH2:4][C:5]([CH2:7][Cl:8])=[O:6].[CH:10](=O)[CH2:11][CH3:12].C(O)(=O)C>ClCCl.N1CCCCC1>[CH3:1][O:2][C:3](=[O:9])[C:4](=[CH:10][CH2:11][CH3:12])[C:5]([CH2:7][Cl:8])=[O:6]. Reported procedure: To a solution of 4-chloroacetoacetic acid methyl ester (700 mg : 4.65 mMol.) and propionaldehyde (405 mg : 6.97 mMol.) and acetic acid (28 mg : 0.47 mMol.) in dichloromethane (3 ml) is added a solution of piperidine (24 mg : 0.28 mMol.) in dichloromethane (0.5 ml), and the mixture is stirred at -27° C. for 120 minutes. The reaction mixture is washed with dilute hydrochloric acid and water and concentrated under reduced pressure at lower than 15° C. to give 4-chloro-2-propylideneacetoacetic acid ...